From a dataset of the Open Reaction Database (ORD), a public repository of structured organic reaction records. describe an organic reaction: reactants, conditions, products, and yield Starting materials: COC(=O)c1ccccc1CBr, CCOC(C)=O, Cc1ccccc1, CCCCCC, NCc1ccc(Oc2ccc(C(F)(F)F)cc2)cc1, [K+], [K+], O=C([O-])[O-]. The product is O=C1c2ccccc2CN1Cc1ccc(Oc2ccc(C(F)(F)F)cc2)cc1. As a reaction SMILES: [CH3:1][O:2][C:3]([c:4]1[c:5]([CH2:10][Br:11])[cH:6][cH:7][cH:8][cH:9]1)=[O:12].[CH3:38][CH2:39][O:40][C:41](=[O:42])[CH3:43].[CH3:44][c:45]1[cH:46][cH:47][cH:48][cH:49][cH:50]1.[CH3:51][CH2:52][CH2:53][CH2:54][CH2:55][CH3:56].[F:13][C:14]([c:15]1[cH:16][cH:17][c:18]([O:19][c:20]2[cH:21][cH:22][c:23]([CH2:24][NH2:25])[cH:26][cH:27]2)[cH:28][cH:29]1)([F:30])[F:31].[K+:32].[K+:33].[O-:34][C:35]([O-:36])=[O:37]>>[C:3]1(=[O:12])[c:4]2[c:5]([cH:6][cH:7][cH:8][cH:9]2)[CH2:10][N:25]1[CH2:24][c:23]1[cH:22][cH:21][c:20]([O:19][c:18]2[cH:17][cH:16][c:15]([C:14]([F:13])([F:30])[F:31])[cH:29][cH:28]2)[cH:27][cH:26]1. The reactants are C=CCOC(=O)Cl, ClCCl, COC(=O)c1cnc(N)cn1, O, c1ccncc1. The product is C=CCOC(=O)Nc1cnc(C(=O)OC)cn1. As a reaction SMILES: [Cl:18][C:19](=[O:20])[O:21][CH2:22][CH:23]=[CH2:24].[Cl:26][CH2:27][Cl:28].[NH2:1][c:2]1[n:3][cH:4][c:5]([C:8](=[O:9])[O:10][CH3:11])[n:6][cH:7]1.[OH2:25].[cH:12]1[cH:13][cH:14][n:15][cH:16][cH:17]1>>[NH:1]([c:2]1[n:3][cH:4][c:5]([C:8](=[O:9])[O:10][CH3:11])[n:6][cH:7]1)[C:19](=[O:20])[O:21][CH2:22][CH:23]=[CH2:24]. Reactants: COC1=CC=2N(C3=CC=CC=C13)C=C(N2)C(=O)OCC (ethyl 5-methoxyimidazo-[1,2-a]-quinoline-2-carboxylate), [OH-].[Na+] (sodium hydroxide), Cl (hydrochloric acid). The solvent is C(C)O (ethanol), O (water). Yields the product COC1=CC=2N(C3=CC=CC=C13)C=C(N2)C(=O)O (5-methoxyimidazo-[1,2-a]-quinoline-2-carboxylic acid). RXN SMILES: [CH3:1][O:2][C:3]1[C:12]2[C:7](=[CH:8][CH:9]=[CH:10][CH:11]=2)[N:6]2[CH:13]=[C:14]([C:16]([O:18]CC)=[O:17])[N:15]=[C:5]2[CH:4]=1.[OH-].[Na+].Cl>C(O)C.O>[CH3:1][O:2][C:3]1[C:12]2[C:7](=[CH:8][CH:9]=[CH:10][CH:11]=2)[N:6]2[CH:13]=[C:14]([C:16]([OH:18])=[O:17])[N:15]=[C:5]2[CH:4]=1 |f:1.2|. Procedure details: 250 mg of ethyl 5-methoxyimidazo-[1,2-a]-quinoline-2-carboxylate in 20 ml of ethanol and 10 ml of water was hydrolyzed with 2 ml of N sodium hydroxide solution and was then acidified with 2.2 ml of N hydrochloric acid as in Example 36 to obtain 5-methoxyimidazo-[1,2-a]-quinoline-2-carboxylic acid as colorless needles melting at 244°-247° C. The I.R. spectrum indicated that the compound existed entirely in the zwitterionic form. Starting materials: ClC=1C(=CC2=C(SC(=C2)C)C1Cl)OC (6,7-dichloro-5-methoxy-2-methylbenzo[b]thiophene), Cl.N1=CC=CC=C1 (pyridine hydrochloride). Run in O (water). Conditions: time 3 hour. The product is ClC=1C(=CC2=C(SC(=C2)C)C1Cl)O (6,7-dichloro-5-hydroxy 2-methylbenzo[b]thiophene). As a reaction SMILES: [Cl:1][C:2]1[C:3]([O:13]C)=[CH:4][C:5]2[CH:9]=[C:8]([CH3:10])[S:7][C:6]=2[C:11]=1[Cl:12].Cl.N1C=CC=CC=1>O>[Cl:1][C:2]1[C:3]([OH:13])=[CH:4][C:5]2[CH:9]=[C:8]([CH3:10])[S:7][C:6]=2[C:11]=1[Cl:12] |f:1.2|. Procedure details: A mixture of 4.8 g of 6,7-dichloro-5-methoxy-2-methylbenzo[b]thiophene and 40 g of pyridine hydrochloride is stirred at 190° for 3 hours. The cooled mixture is diluted with 500 ml of water. The solid is collected and air-dried. Recrystallization from ether-hexane mixture gives 6,7-dichloro-5-hydroxy 2-methylbenzo[b]thiophene as off-white crystals, mp 93°-95° C. The reactants are C1(O)=CC(O)=CC=C1 (resorcinol), ClCC#N (chloroacetonitrile), C(C)(=O)[O-].[Na+] (sodium acetate), C(C)(=O)[O-].[Na+] (sodium acetate), Cl (Hydrogen chloride). Reagents/catalysts: [Cl-].[Zn+2].[Cl-] (zinc chloride). Run in C(C)(=O)OCC (ethyl acetate). Reaction conditions: temperature 5 celsius, time 2 hour. Yields the product OC1=CC2=C(C(CO2)=O)C=C1 (6-Hydroxy-3-oxo-2,3-Dihydrobenzofuran). Isolated yield 75.8%. RXN SMILES: [C:1]1([CH:8]=[CH:7][CH:6]=[C:4]([OH:5])[CH:3]=1)[OH:2].ClCC#N.Cl.[C:14]([O-])(=[O:16])[CH3:15].[Na+]>[Cl-].[Zn+2].[Cl-].C(OCC)(=O)C>[OH:2][C:1]1[CH:8]=[CH:7][C:6]2[C:14](=[O:16])[CH2:15][O:5][C:4]=2[CH:3]=1 |f:3.4,5.6.7|. Reported procedure: To a stirred solution of resorcinol (16.0 kg, 145 moles), chloroacetonitrile (13.2 kg, 175 moles) and ethyl acetate (193 kg, 214 L)under nitrogen was added zinc chloride (11.0 kg, 80.8 moles) and the mixture cooled to 5° C. Hydrogen chloride gas (31.2 kg, 855 moles) was bubbled in at such a rate that the internal temperature did not exceed 30° C. The thick slurry was stirred for an additional 2 hours and the solvent removed by vacuum distillation. Water (80 L) was added and the residual ethyl ac... The reactants are CN1C=CC=2N1C(C=C(N2)C2=CC=CC=C2)=O (1-methyl-5-phenylpyrazolo[1,5-a]pyrimidin-7(1H)-one), C1(=CC=CC=C1)OC1=CC=CC=C1 (diphenyl ether). Conditions: time 90 minute. The product is CN1N=C2N=C(C=C(C2=C1)O)C1=CC=CC=C1 (2-Methyl-6-phenyl-2H-pyrazolo[3,4-b]pyridin-4-ol). As a reaction SMILES: [CH3:1][N:2]1[N:6]2[C:7](=[O:17])[CH:8]=[C:9]([C:11]3[CH:16]=[CH:15][CH:14]=[CH:13][CH:12]=3)[N:10]=[C:5]2[CH:4]=[CH:3]1.C1(OC2C=CC=CC=2)C=CC=CC=1>>[CH3:1][N:2]1[CH:3]=[C:4]2[C:5]([N:10]=[C:9]([C:11]3[CH:16]=[CH:15][CH:14]=[CH:13][CH:12]=3)[CH:8]=[C:7]2[OH:17])=[N:6]1. Procedure details: 152 g. of 1-methyl-5-phenylpyrazolo[1,5-a]pyrimidin-7(1H)-one (0.67 mol.) in 500 ml. of diphenyl ether are heated at 250°, while stirring, for 90 minutes. After standing overnight, the crystallized 2-methyl-6-phenyl-2H-pyrazolo[3,4-b]pyridin-4-ol is filtered off, washed with ether and dried at 70°, yield; 146.6 g. (96%); m.p.241°-243°. A sample recrystallized from acetonitrile melts at 242°-244°.